Dataset: the Open Reaction Database (ORD), a public repository of structured organic reaction records. Task: describe an organic reaction: reactants, conditions, products, and yield Starting materials: C([O-])([O-])=O.[K+].[K+] (potassium carbonate), NC1=C(C=C(C=C1)CCC=1N=C2N(C=CC(=C2)C)C1)O (2-[2-(4-amino-3-hydroxyphenyl)ethyl]-7-methylimidazo[1,2-a]pyridine), N#CBr (cyanogen bromide), Cl (hydrochloric acid). Solvent: O (water), C(C)(=O)OCC (ethyl acetate), C(C)O (ethanol). Reaction conditions: time 2 hour. The product is NC=1OC2=C(N1)C=CC(=C2)CCC=2N=C1N(C=CC(=C1)C)C2 (2-amino-6-[2-(7-methylimidazo[1,2-a]pyridin-2-yl)ethyl]benzoxazole). Isolated yield 26.8%. As a reaction SMILES: [NH2:1][C:2]1[CH:7]=[CH:6][C:5]([CH2:8][CH2:9][C:10]2[N:11]=[C:12]3[CH:17]=[C:16]([CH3:18])[CH:15]=[CH:14][N:13]3[CH:19]=2)=[CH:4][C:3]=1[OH:20].[N:21]#[C:22]Br.Cl.C(=O)([O-])[O-].[K+].[K+]>C(O)C.O.C(OCC)(=O)C>[NH2:21][C:22]1[O:20][C:3]2[CH:4]=[C:5]([CH2:8][CH2:9][C:10]3[N:11]=[C:12]4[CH:17]=[C:16]([CH3:18])[CH:15]=[CH:14][N:13]4[CH:19]=3)[CH:6]=[CH:7][C:2]=2[N:1]=1 |f:3.4.5|. Reported procedure: A mixture of 2-[2-(4-amino-3-hydroxyphenyl)ethyl]-7-methylimidazo[1,2-a]pyridine (1.5 g) and cyanogen bromide (0.7 g) in ethanol (25 ml) was stirred for 2 hours at ambient temperature. To the reaction mixture was added a mixture of ethyl acetate and water, and the mixture was adjusted to pH 1.0 with 10% hydrochloric acid. The separated aqueous layer was adjusted to pH 8.0 with potassium carbonate and the mixture was extracted with a solution of ethyl acetate and tetrahydrofuran. The extract was ... As a reaction SMILES: [CH3:1][O:2][c:3]1[c:4]([SH:9])[cH:5][cH:6][cH:7][cH:8]1.[Cu:22].[I:10][c:11]1[c:12]([C:13](=[O:14])[OH:15])[cH:16][cH:17][cH:18][cH:19]1.[K+:21].[OH-:20].[OH2:23]>>[CH3:1][O:2][c:3]1[c:4]([S:9][c:11]2[c:12]([C:13](=[O:14])[OH:15])[cH:16][cH:17][cH:18][cH:19]2)[cH:5][cH:6][cH:7][cH:8]1. Yields the product COc1ccccc1Sc1ccccc1C(=O)O. Starting materials: COc1ccccc1S, [Cu], O=C(O)c1ccccc1I, [K+], [OH-], O.